From a dataset of the Open Reaction Database (ORD), a public repository of structured organic reaction records. describe an organic reaction: reactants, conditions, products, and yield Starting materials: ClC1=CC=2C(OC=CC2)C(=C1)C=1NC=CC1 (2-(6-chloro-benzo[b]pyran-8-yl)-1H-pyrrole), BrC=1C(=C(C=C(C1)Br)C=1NC=CC1)OC (2-(3,5-dibromo-2-methoxyphenyl)-1H-pyrrole), Heterocycles, acid chloride. Yields the product Cl.ClC1=CC=2C(OC=CC2)C(=C1)C1=CC=C(N1)CN1CCCCC1 (5-(6-Chloro-benzo[b]pyran-8-yl)-2-(1-piperidinylmethyl)-1H-pyrrole hydrochloride). RXN SMILES: [Cl:1][C:2]1[CH:11]=[C:10]([C:12]2[NH:13][CH:14]=[CH:15][CH:16]=2)[CH:5]2[O:6][CH:7]=[CH:8][CH:9]=[C:4]2[CH:3]=1.BrC1C(OC)=[C:20]([C:25]2[NH:26][CH:27]=CC=2)[CH:21]=[C:22](Br)[CH:23]=1>>[ClH:1].[Cl:1][C:2]1[CH:11]=[C:10]([C:12]2[NH:13][C:14]([CH2:27][N:26]3[CH2:25][CH2:20][CH2:21][CH2:22][CH2:23]3)=[CH:15][CH:16]=2)[CH:5]2[O:6][CH:7]=[CH:8][CH:9]=[C:4]2[CH:3]=1 |f:2.3|. Reported procedure: This compound was prepared by a method analogous to that used to prepare example 1, but using 2-(6-chloro-benzo[b]pyran-8-yl)-1H-pyrrole (prepared according to the method of Kruse et at., [Heterocycles, 26,3141, 1987] from the corresponding acid chloride) in place of 2-(3,5-dibromo-2-methoxyphenyl)-1H-pyrrole. The reactants are C(C)OC(COC1=C(C=C(C=C1)NC)C)=O ((2-methyl-4-methylamino-phenoxy)-acetic acid ethyl ester), C(C)OC(COC1=C(C=CC=C1)CCCOC)=O ([2-(3-methoxy-propyl)-phenoxy]-acetic acid ethyl ester), ClCC=1C=CC(=NC1)C1=CC=C(C=C1)Cl (5-chloromethyl-2-(4-chloro-phenyl)-pyridine). Yields the product ClC1=CC=C(C=C1)C1=CC=C(C=N1)CN(C1=CC(=C(OCC(=O)O)C=C1)C)C ((4-{[6-(4-Chloro-phenyl)-pyridin-3-ylmethyl]-methyl-amino}-2-methyl-phenoxy)-acetic acid). As a reaction SMILES: C([O:3][C:4](=[O:16])[CH2:5][O:6][C:7]1[CH:12]=[CH:11][C:10]([NH:13][CH3:14])=[CH:9][C:8]=1[CH3:15])C.C(OC(=O)COC1C=CC=CC=1CCCOC)C.Cl[CH2:36][C:37]1[CH:38]=[CH:39][C:40]([C:43]2[CH:48]=[CH:47][C:46]([Cl:49])=[CH:45][CH:44]=2)=[N:41][CH:42]=1>>[Cl:49][C:46]1[CH:45]=[CH:44][C:43]([C:40]2[N:41]=[CH:42][C:37]([CH2:36][N:13]([CH3:14])[C:10]3[CH:11]=[CH:12][C:7]([O:6][CH2:5][C:4]([OH:3])=[O:16])=[C:8]([CH3:15])[CH:9]=3)=[CH:38][CH:39]=2)=[CH:48][CH:47]=1. Procedure details: A] The title compound was prepared in analogy to example 4, but using in step C] (2-methyl-4-methylamino-phenoxy)-acetic acid ethyl ester (prepared in analogy to example 5F])instead of [2-(3-methoxy-propyl)-phenoxy]-acetic acid ethyl ester and 5-chloromethyl-2-(4-chloro-phenyl)-pyridine instead of [rac]-3-(1-chloro-butyl)-2-methyl-6-(3-trifluoromethyl-phenyl)-pyridine, as off-white crystals of mp. 174–76° C. Reactants: Cu(I) iodide, BrC1=CC=C(C=C1)C1=CC=CC=C1 (4-bromobiphenyl), COC1=CC=C(C=C1)O (4-methoxyphenol), C([O-])([O-])=O.[Cs+].[Cs+] (cesium carbonate). The reagents and catalysts are Cl.CN(CC(=O)O)C (N,N-dimethylglycine hydrochloride). Solvent: O1CCOCC1 (dioxane), O (water), C(C)(=O)OCC (ethyl acetate). Reaction conditions: temperature 90 celsius. Yields the product COC1=CC=C(OC2=CC=C(C=C2)C2=CC=CC=C2)C=C1 (4-(4-Methoxy-phenoxy)-biphenyl). The yield is 128.3%. Reaction SMILES: Br[C:2]1[CH:7]=[CH:6][C:5]([C:8]2[CH:13]=[CH:12][CH:11]=[CH:10][CH:9]=2)=[CH:4][CH:3]=1.[CH3:14][O:15][C:16]1[CH:21]=[CH:20][C:19]([OH:22])=[CH:18][CH:17]=1.C(=O)([O-])[O-].[Cs+].[Cs+]>O1CCOCC1.O.C(OCC)(=O)C.Cl.CN(C)CC(O)=O>[CH3:14][O:15][C:16]1[CH:21]=[CH:20][C:19]([O:22][C:2]2[CH:7]=[CH:6][C:5]([C:8]3[CH:13]=[CH:12][CH:11]=[CH:10][CH:9]=3)=[CH:4][CH:3]=2)=[CH:18][CH:17]=1 |f:2.3.4,8.9|. Reported procedure: To a solution of 4-bromobiphenyl (1.00 g, 4.29 mmol), 4-methoxyphenol (0.35 g, 2.82 mmol) and cesium carbonate (1.85 g, 5.68 mmol) in dioxane (10 mL) was added N,N-dimethylglycine hydrochloride (0.04 g, 0.26 mmol). The vessel was purged with nitrogen before Cu(I) iodide (0.02 g, 0.11 mmol) was added. The reaction mixture was heated to 90° C. overnight. The reaction mixture was diluted with water and ethyl acetate. The organic portion was washed with brine, dried over anhydrous Na2SO4 and concent...